describe an organic reaction: reactants, conditions, products, and yield From a dataset of the Open Reaction Database (ORD), a public repository of structured organic reaction records. Starting materials: CCC(CC)COC(=O)C(C)=O, Nc1ccc(Cl)c(Cl)c1. Product: CCC(CC)COC(=O)C(C)Nc1ccc(Cl)c(Cl)c1. RXN SMILES: [C:10]([C:11](=[O:12])[CH3:13])(=[O:14])[O:15][CH2:16][CH:17]([CH2:18][CH3:19])[CH2:20][CH3:21].[NH2:1][c:2]1[cH:3][cH:4][c:5]([Cl:6])[c:7]([Cl:8])[cH:9]1>>[NH:1]([c:2]1[cH:3][cH:4][c:5]([Cl:6])[c:7]([Cl:8])[cH:9]1)[CH:11]([C:10](=[O:14])[O:15][CH2:16][CH:17]([CH2:18][CH3:19])[CH2:20][CH3:21])[CH3:13]. The reactants are C(C)(=O)C(C(=O)OCC)=CCCCCCC (ethyl 2-acetyl-2-nonenoate), BrN1C(CCC1=O)=O (N-bromosuccinimide). Run in C(Cl)(Cl)(Cl)Cl (carbon tetrachloride). The product is CC=1OC(=CC1C(=O)OCC)CCCCC (ethyl 2-methyl-5-pentyl-3-furoate). The yield is 68.9%. Reaction SMILES: [C:1]([C:4](=[CH:10][CH2:11][CH2:12][CH2:13][CH2:14][CH2:15][CH3:16])[C:5]([O:7][CH2:8][CH3:9])=[O:6])(=[O:3])[CH3:2].BrN1C(=O)CCC1=O>C(Cl)(Cl)(Cl)Cl>[CH3:2][C:1]1[O:3][C:11]([CH2:12][CH2:13][CH2:14][CH2:15][CH3:16])=[CH:10][C:4]=1[C:5]([O:7][CH2:8][CH3:9])=[O:6]. Reported procedure: A mixture of 4.33 g (0.02 mole) ethyl 2-acetyl-2-nonenoate and 3.57 g (0.02 mole) N-bromosuccinimide in 50 ml of carbon tetrachloride was heated at reflux for 12 hours. After cooling, the succinimide was removed by filtration and the solution concentrated in vacuo. Distillation of the crude product gave 3.09 g (69%) of ethyl 2-methyl-5-pentyl-3-furoate, bp 115°-119° C. (1.3 mm).